From a dataset of the Open Reaction Database (ORD), a public repository of structured organic reaction records. describe an organic reaction: reactants, conditions, products, and yield Starting materials: COC(C(C)(C)OC1=C(C=C(C=C1)CCCC1N(C(N(C1)CC1=CC=C(C=C1)C(C)(C)C)=O)C)C)=O (2-(4-{3-[1-(4-tert-Butyl-benzyl)-3-methyl-2-oxo-imidazolidin-4-yl]-propyl}-2-methyl-phenoxy)-2-methyl-propionic acid methyl ester). The solvent is CC(=O)O (HOAc). Reaction conditions: time 8 hour. Yields the product COC(C(C)(OC1=C(C=C(C=C1)CCCC1N(C(NC1)=O)C)C)C)=O (2-Methyl-2-{2-methyl-4-[3-(3-methyl-2-oxo-imidazolidin-4-yl)-propyl]-phenoxy}-propionic acid methyl ester). Isolated yield 77.4%. As a reaction SMILES: [CH3:1][O:2][C:3](=[O:36])[C:4]([O:7][C:8]1[CH:13]=[CH:12][C:11]([CH2:14][CH2:15][CH2:16][CH:17]2[CH2:21][N:20](CC3C=CC(C(C)(C)C)=CC=3)[C:19](=[O:33])[N:18]2[CH3:34])=[CH:10][C:9]=1[CH3:35])([CH3:6])[CH3:5]>CC(O)=O>[CH3:1][O:2][C:3](=[O:36])[C:4]([CH3:5])([O:7][C:8]1[CH:13]=[CH:12][C:11]([CH2:14][CH2:15][CH2:16][CH:17]2[CH2:21][NH:20][C:19](=[O:33])[N:18]2[CH3:34])=[CH:10][C:9]=1[CH3:35])[CH3:6]. Reported procedure: 2-(4-{3-[1-(4-tert-Butyl-benzyl)-3-methyl-2-oxo-imidazolidin-4-yl]-propyl}-2-methyl-phenoxy)-2-methyl-propionic acid methyl ester (0.620 g, 1.25 mmole) was dissolved in 20% HOAc in EtOAC (50 mL). After purged the solution with N2 for 15 min, 10% Pd/C (0.600 g). The reaction was stirred under a hydrogen balloon at room temperature for overnight. The catalyst was removed through filtration, and solvent was removed on rota-vapor to provide a colorless oil (0.337 g, 77%). Mass [EI+] 349 (M+H)+. The reactants are BrCCC1=C(C(=O)OC)C=C(C=C1)Cl (methyl 2-(bromoethyl)-5-chlorobenzoate), FC=1C=C(C=CC1)O (3-fluorophenol). Yields the product ClC=1C=CC(=C(C(=O)OC)C1)COC1=CC(=CC=C1)F (Methyl 5-chloro-2-[(3-fluorophenoxy)methyl]benzoate). As a reaction SMILES: BrC[CH2:3][C:4]1[CH:13]=[CH:12][C:11]([Cl:14])=[CH:10][C:5]=1[C:6]([O:8][CH3:9])=[O:7].[F:15][C:16]1[CH:17]=[C:18]([OH:22])[CH:19]=[CH:20][CH:21]=1>>[Cl:14][C:11]1[CH:12]=[CH:13][C:4]([CH2:3][O:22][C:18]2[CH:19]=[CH:20][CH:21]=[C:16]([F:15])[CH:17]=2)=[C:5]([CH:10]=1)[C:6]([O:8][CH3:9])=[O:7]. Procedure: The title compound was prepared according to the procedure described in step 1 of Example 1 from methyl 2-(bromoethyl)-5-chlorobenzoate and 3-fluorophenol: The reactants are C1CCOC1, O=C1OCC2CC12c1cccc2ccccc12. Product: OCC1CC1(CO)c1cccc2ccccc12. RXN SMILES: [O:18]1[CH2:19][CH2:20][CH2:21][CH2:22]1.[c:1]1([C:11]23[C:12](=[O:17])[O:13][CH2:14][CH:15]2[CH2:16]3)[cH:2][cH:3][cH:4][c:5]2[cH:6][cH:7][cH:8][cH:9][c:10]12>>[c:1]1([C:11]2([CH2:12][OH:17])[CH:15]([CH2:14][OH:13])[CH2:16]2)[cH:2][cH:3][cH:4][c:5]2[cH:6][cH:7][cH:8][cH:9][c:10]12.